This data is from the Open Reaction Database (ORD), a public repository of structured organic reaction records. The task is: describe an organic reaction: reactants, conditions, products, and yield The reactants are ClC1=C2N=CN(C2=NC=N1)CCO (6-chloro-9H-purine-9-ethanol), NCCN1CCC(CC1)NC1=NC2=C(N1CC1=CC=C(C=C1)F)C=CC=C2 (N-[1-(2-aminoethyl)-4-piperidinyl]-1-[(4-fluorophenyl)methyl]-1H-benzimidazol-2-amine), C([O-])([O-])=O.[Na+].[Na+] (sodium carbonate), N-dimethylacetamide. Solvent: O (water). Conditions: temperature 130 celsius. The product is FC1=CC=C(C=C1)CN1C(=NC2=C1C=CC=C2)NC2CCN(CC2)CCNC2=C1N=CN(C1=NC=N2)CCO (6-[[2-[4-[[1-[(4-fluorophenyl)methyl]-1H-benzimidazol-2-yl]amino]-1-piperidinyl]ethyl]amino]-9H-purine-9-ethanol). Isolated yield 53.0%. Reaction SMILES: Cl[C:2]1[N:10]=[CH:9][N:8]=[C:7]2[C:3]=1[N:4]=[CH:5][N:6]2[CH2:11][CH2:12][OH:13].[NH2:14][CH2:15][CH2:16][N:17]1[CH2:22][CH2:21][CH:20]([NH:23][C:24]2[N:28]([CH2:29][C:30]3[CH:35]=[CH:34][C:33]([F:36])=[CH:32][CH:31]=3)[C:27]3[CH:37]=[CH:38][CH:39]=[CH:40][C:26]=3[N:25]=2)[CH2:19][CH2:18]1.C(=O)([O-])[O-].[Na+].[Na+]>O>[F:36][C:33]1[CH:34]=[CH:35][C:30]([CH2:29][N:28]2[C:27]3[CH:37]=[CH:38][CH:39]=[CH:40][C:26]=3[N:25]=[C:24]2[NH:23][CH:20]2[CH2:21][CH2:22][N:17]([CH2:16][CH2:15][NH:14][C:2]3[N:10]=[CH:9][N:8]=[C:7]4[C:3]=3[N:4]=[CH:5][N:6]4[CH2:11][CH2:12][OH:13])[CH2:18][CH2:19]2)=[CH:31][CH:32]=1 |f:2.3.4|. Reported procedure: A mixture of 2 parts of 6-chloro-9H-purine-9-ethanol, 3.7 parts of N-[1-(2-aminoethyl)-4-piperidinyl]-1-[(4-fluorophenyl)methyl]-1H-benzimidazol-2-amine, 1.06 parts of sodium carbonate and 45 parts of N;N-dimethylacetamide was stirred and heated for 3 hours at 130° C. The reaction mixture was poured into water and the product was extracted with 4-methyl-2-pentanone. The extract was dried, filtered and evaporated. The residue was crystallized from acetonitrile. The product was filtered off and dr... Reactants: BrC=1C=C(C=C(C1)Br)C1(CC1)C#N (1-(3,5-dibromophenyl)cyclopropane-1-carbonitrile), [Li+].[Cl-] (LiCl), C1CCOC1 (THF), CN(C)C=O (DMF), [NH4+].[Cl-] (NH4Cl). Solvent: C(C)(=O)OCC (ethyl acetate), O (water). Conditions: temperature -20 celsius. The product is Petrol ether, BrC=1C=C(C=C(C1)C=O)C1(CC1)C#N (1-(3-bromo-5-formyl-phenyl)cyclopropane-1-carbonitrile). The yield is 83.2%. Reaction SMILES: [Li+].[Cl-].C1C[O:6][CH2:5]C1.Br[C:9]1[CH:10]=[C:11]([C:16]2([C:19]#[N:20])[CH2:18][CH2:17]2)[CH:12]=[C:13]([Br:15])[CH:14]=1.CN(C=O)C.[NH4+].[Cl-]>O.C(OCC)(=O)C>[Br:15][C:13]1[CH:12]=[C:11]([C:16]2([C:19]#[N:20])[CH2:18][CH2:17]2)[CH:10]=[C:9]([CH:5]=[O:6])[CH:14]=1 |f:0.1,5.6|. Procedure details: LiCl in THF (5.429 mL of 14% w/v, 5.233 mmol) was placed in an oven-dried 3-necked flask under nitrogen. The flask was cooled to −20° C. and 1-(3,5-dibromophenyl)cyclopropane-1-carbonitrile (1.5 g, 4.984 mmol) was added in one portion. The temperature was maintained between −20 and −10° C. for 90 minutes. DMF (400.7 mg, 424.5 μL, 5.482 mmol) was then added and the reaction allowed to warm to room temperature overnight. NH4Cl (sat. aq. soln.) was added followed by ethyl acetate and water. The mix...